describe an organic reaction: reactants, conditions, products, and yield From a dataset of the Open Reaction Database (ORD), a public repository of structured organic reaction records. Reactants: CC1(CN(C=2C1=NC=C(C2)N2CCOCC2)C2=C(C(=NC1=CC(=CC=C21)F)C2=NC=CC=C2)C)C (4-(3,3-dimethyl-6-(4-morpholinyl)-2,3-dihydro-1H-pyrrolo[3,2-b]pyridin-1-yl)-7-fluoro-3-methyl-2-(2-pyridinyl)quinoline), C1CC(=O)N(C1=O)Br (n-bromosuccinimide). Procedure: To a stirred solution of 4-(3,3-dimethyl-6-(4-morpholinyl)-2,3-dihydro-1H-pyrrolo[3,2-b]pyridin-1-yl)-7-fluoro-3-methyl-2-(2-pyridinyl)quinoline (250 mg, 0.489 mmol) in acetonitrile (6 mL) at 0° C. was added dropwise via syringe over 5 min a solution of n-bromosuccinimide (76 mg, 0.426 mmol) in acetonitrile (4 mL). The reaction was stirred at this temperature for 15 min. After this time the reaction was partitioned between EtOAc (40 mL) and water (15 mL). The separated organic layer was washed w... RXN SMILES: [CH3:1][C:2]1([CH3:35])[C:6]2=[N:7][CH:8]=[C:9]([N:11]3[CH2:16][CH2:15][O:14][CH2:13][CH2:12]3)[CH:10]=[C:5]2[N:4]([C:17]2[C:26]3[C:21](=[CH:22][C:23]([F:27])=[CH:24][CH:25]=3)[N:20]=[C:19]([C:28]3[CH:33]=[CH:32][CH:31]=[CH:30][N:29]=3)[C:18]=2[CH3:34])[CH2:3]1.C1C(=O)N([Br:43])C(=O)C1>C(#N)C>[Br:43][C:8]1[N:7]=[C:6]2[C:2]([CH3:35])([CH3:1])[CH2:3][N:4]([C:17]3[C:26]4[C:21](=[CH:22][C:23]([F:27])=[CH:24][CH:25]=4)[N:20]=[C:19]([C:28]4[CH:33]=[CH:32][CH:31]=[CH:30][N:29]=4)[C:18]=3[CH3:34])[C:5]2=[CH:10][C:9]=1[N:11]1[CH2:16][CH2:15][O:14][CH2:13][CH2:12]1. Run at time 15 minute. Solvent: C(C)#N (acetonitrile), C(C)#N (acetonitrile). Product: BrC1=C(C=C2C(=N1)C(CN2C2=C(C(=NC1=CC(=CC=C21)F)C2=NC=CC=C2)C)(C)C)N2CCOCC2 (4-(5-bromo-3,3-dimethyl-6-(4-morpholinyl)-2,3-dihydro-1H-pyrrolo[3,2-b]pyridin-1-yl)-7-fluoro-3-methyl-2-(2-pyridinyl)quinoline).